This data is from the Open Reaction Database (ORD), a public repository of structured organic reaction records. The task is: describe an organic reaction: reactants, conditions, products, and yield Reactants: FC=1C=CC2=C(C=C(O2)C2=NC3=CC=C(C=C3N=C2N(C)C(C)C)C(=O)OC)C1 (methyl 2-(5-fluorobenzofuran-2-yl)-3-(isopropyl(methyl)amino)quinoxaline-6-carboxylate), [OH-].[Na+] (sodium hydroxide). Run in CO (methanol), O (water). Run at time 8 hour. The product is FC=1C=CC2=C(C=C(O2)C2=NC3=CC=C(C=C3N=C2N(C)C(C)C)C(=O)O)C1 (2-(5-fluorobenzofuran-2-yl)-3-(isopropyl(methyl)amino)quinoxaline-6-carboxylic acid). The yield is 77.1%. As a reaction SMILES: [F:1][C:2]1[CH:3]=[CH:4][C:5]2[O:9][C:8]([C:10]3[C:19]([N:20]([CH:22]([CH3:24])[CH3:23])[CH3:21])=[N:18][C:17]4[C:12](=[CH:13][CH:14]=[C:15]([C:25]([O:27]C)=[O:26])[CH:16]=4)[N:11]=3)=[CH:7][C:6]=2[CH:29]=1.[OH-].[Na+]>CO.O>[F:1][C:2]1[CH:3]=[CH:4][C:5]2[O:9][C:8]([C:10]3[C:19]([N:20]([CH:22]([CH3:24])[CH3:23])[CH3:21])=[N:18][C:17]4[C:12](=[CH:13][CH:14]=[C:15]([C:25]([OH:27])=[O:26])[CH:16]=4)[N:11]=3)=[CH:7][C:6]=2[CH:29]=1 |f:1.2|. Procedure details: To a solution of methyl 2-(5-fluorobenzofuran-2-yl)-3-(isopropyl(methyl)amino)quinoxaline-6-carboxylate (160 mg, 0.41 mmol) in methanol (30 mL) and water (1 mL) was added sodium hydroxide (48.85 mg, 1.22 mmol) with stirring overnight at room temperature. The reaction mixture was concentrated under vacuum, dissolved in water (30 mL) and adjusted to pH 5 with HCl (3N). The solids were collected by filtration to afford 2-(5-fluorobenzofuran-2-yl)-3-(isopropyl(methyl)amino)quinoxaline-6-carboxylic a... The reactants are O=C(OCc1ccccc1)C1(N(CCCO)S(=O)(=O)c2ccc(-c3ccc(F)cc3)cc2)CCCC1, CC(C)=O. Yields the product O=C(O)CCN(C1(C(=O)OCc2ccccc2)CCCC1)S(=O)(=O)c1ccc(-c2ccc(F)cc2)cc1. Reaction SMILES: [CH2:1]([c:2]1[cH:3][cH:4][cH:5][cH:6][cH:7]1)[O:8][C:9](=[O:10])[C:11]1([N:16]([CH2:17][CH2:18][CH2:19][OH:20])[S:21](=[O:22])(=[O:23])[c:24]2[cH:25][cH:26][c:27](-[c:30]3[cH:31][cH:32][c:33]([F:36])[cH:34][cH:35]3)[cH:28][cH:29]2)[CH2:12][CH2:13][CH2:14][CH2:15]1.[CH3:37][C:38]([CH3:39])=[O:40]>>[CH2:1]([c:2]1[cH:3][cH:4][cH:5][cH:6][cH:7]1)[O:8][C:9](=[O:10])[C:11]1([N:16]([CH2:17][CH2:18][C:19](=[O:20])[OH:40])[S:21](=[O:22])(=[O:23])[c:24]2[cH:25][cH:26][c:27](-[c:30]3[cH:31][cH:32][c:33]([F:36])[cH:34][cH:35]3)[cH:28][cH:29]2)[CH2:12][CH2:13][CH2:14][CH2:15]1. The reactants are Nc1cc(Br)ccc1OC(F)(F)F, C1CCOC1, CN1CCNCC1, CN(C)c1ccccc1-c1ccccc1P(C1CCCCC1)C1CCCCC1, O=C(C=Cc1ccccc1)C=Cc1ccccc1, O=C(C=Cc1ccccc1)C=Cc1ccccc1, O=C(C=Cc1ccccc1)C=Cc1ccccc1, [Pd], [Pd]. Yields the product CN1CCN(c2ccc(OC(F)(F)F)c(N)c2)CC1. As a reaction SMILES: [Br:29][c:30]1[cH:31][cH:32][c:33]([O:37][C:38]([F:39])([F:40])[F:41])[c:34]([NH2:36])[cH:35]1.[CH2:49]1[O:50][CH2:51][CH2:52][CH2:53]1.[CH3:42][N:43]1[CH2:44][CH2:45][NH:46][CH2:47][CH2:48]1.[CH:1]1([P:2]([CH:3]2[CH2:4][CH2:5][CH2:6][CH2:7][CH2:8]2)[c:9]2[cH:10][cH:11][cH:12][cH:13][c:14]2-[c:15]2[cH:16][cH:17][cH:18][cH:19][c:20]2[N:21]([CH3:22])[CH3:23])[CH2:24][CH2:25][CH2:26][CH2:27][CH2:28]1.[O:56]=[C:57]([CH:58]=[CH:59][c:60]1[cH:61][cH:62][cH:63][cH:64][cH:65]1)[CH:66]=[CH:67][c:68]1[cH:69][cH:70][cH:71][cH:72][cH:73]1.[O:74]=[C:75]([CH:76]=[CH:77][c:78]1[cH:79][cH:80][cH:81][cH:82][cH:83]1)[CH:84]=[CH:85][c:86]1[cH:87][cH:88][cH:89][cH:90][cH:91]1.[O:92]=[C:93]([CH:94]=[CH:95][c:96]1[cH:97][cH:98][cH:99][cH:100][cH:101]1)[CH:102]=[CH:103][c:104]1[cH:105][cH:106][cH:107][cH:108][cH:109]1.[Pd:54].[Pd:55]>>[c:30]1([N:46]2[CH2:45][CH2:44][N:43]([CH3:42])[CH2:48][CH2:47]2)[cH:31][cH:32][c:33]([O:37][C:38]([F:39])([F:40])[F:41])[c:34]([NH2:36])[cH:35]1. Reactants: C1(=CC=CC=C1)P(C1=CC=CC=C1)C1=CC=CC=C1 (triphenylphosphine), CS(=O)(=O)C1=CC=C(C=C1)B(O)O (4-(methanesulfonyl)benzeneboronic acid), BrC1=CC=C(C=C1)C=1OC(=C(N1)CCN1C[C@@H](CC1)O)C ((3R)-1-{2-[2-(4-bromophenyl)-5-methyl-1,3-oxazol-4-yl]ethyl}pyrrolidin-3-ol), C([O-])([O-])=O.[K+].[K+] (potassium carbonate). Reagents/catalysts: C(C)(=O)[O-].[Pd+2].C(C)(=O)[O-] (palladium (II) acetate). Solvent: C(C)#N (acetonitrile), O (water). The product is C(C)(=O)O.O[C@H]1CN(CC1)CCC=1N=C(OC1C)C1=CC=C(C=C1)C1=CC=C(C=C1)S(=O)(=O)C (4-{[(3R)-3-Hydroxypyrrolidin-1-yl]ethyl}-2-[4′-(methylsulfonyl)biphenyl-4-yl]-5-methyl-1,3-oxazole acetate). As a reaction SMILES: C1(P(C2C=CC=CC=2)C2C=CC=CC=2)C=CC=CC=1.[CH3:20][S:21]([C:24]1[CH:29]=[CH:28][C:27](B(O)O)=[CH:26][CH:25]=1)(=[O:23])=[O:22].Br[C:34]1[CH:39]=[CH:38][C:37]([C:40]2[O:41][C:42]([CH3:53])=[C:43]([CH2:45][CH2:46][N:47]3[CH2:51][CH2:50][C@@H:49]([OH:52])[CH2:48]3)[N:44]=2)=[CH:36][CH:35]=1.C(=O)([O-])[O-].[K+].[K+]>C([O-])(=O)C.[Pd+2].C([O-])(=O)C.O.C(#N)C>[C:49]([OH:52])(=[O:22])[CH3:50].[OH:52][C@@H:49]1[CH2:50][CH2:51][N:47]([CH2:46][CH2:45][C:43]2[N:44]=[C:40]([C:37]3[CH:38]=[CH:39][C:34]([C:27]4[CH:28]=[CH:29][C:24]([S:21]([CH3:20])(=[O:23])=[O:22])=[CH:25][CH:26]=4)=[CH:35][CH:36]=3)[O:41][C:42]=2[CH3:53])[CH2:48]1 |f:3.4.5,6.7.8,11.12|. Procedure: Prepare using the method of Example 103 with palladium (II) acetate (0.002 g, 0.008 mmol), anhydrous acetonitrile (4 mL), triphenylphosphine (0.009 g, 0.034 mmol), distilled water (1 mL), 4-(methanesulfonyl)benzeneboronic acid (0.096 g, 0.45 mmol), (3R)-1-{2-[2-(4-bromophenyl)-5-methyl-1,3-oxazol-4-yl]ethyl}pyrrolidin-3-ol (See Example 106) (0.150 g, 0.43 mmol) and potassium carbonate (0.177 g, 1.28 mmol). Additionally purify using mass guided HPLC to give the title compound as a cream coloured ...